This data is from the Open Reaction Database (ORD), a public repository of structured organic reaction records. The task is: describe an organic reaction: reactants, conditions, products, and yield Reactants: BrC1=CC=C(C=C1)NC=1OC2=C(N1)C=C(C=C2)O (2-[(4-bromophenyl)amino]benzoxazol-5-ol), C[Si](C)(C)[N-][Si](C)(C)C.[K+] (potassium bis(trimethylsilyl)amide), ClC1=CC(=NC=C1)C(=O)NC (4-chloro(2-pyridyl)-N-methylcarboxamide), C([O-])([O-])=O.[K+].[K+] (Potassium carbonate). The solvent is CN(C=O)C (dimethylformamide). Product: BrC1=CC=C(C=C1)NC=1OC2=C(N1)C=C(C=C2)OC2=CC(=NC=C2)C(=O)NC ((4-{2-[(4-bromophenyl)amino]benzoxazol-5-yloxy}-(2-pyridyl))-N-methylcarboxamide). As a reaction SMILES: [Br:1][C:2]1[CH:7]=[CH:6][C:5]([NH:8][C:9]2[O:10][C:11]3[CH:17]=[CH:16][C:15]([OH:18])=[CH:14][C:12]=3[N:13]=2)=[CH:4][CH:3]=1.C[Si]([N-][Si](C)(C)C)(C)C.[K+].Cl[C:30]1[CH:35]=[CH:34][N:33]=[C:32]([C:36]([NH:38][CH3:39])=[O:37])[CH:31]=1.C(=O)([O-])[O-].[K+].[K+]>CN(C)C=O>[Br:1][C:2]1[CH:3]=[CH:4][C:5]([NH:8][C:9]2[O:10][C:11]3[CH:17]=[CH:16][C:15]([O:18][C:30]4[CH:35]=[CH:34][N:33]=[C:32]([C:36]([NH:38][CH3:39])=[O:37])[CH:31]=4)=[CH:14][C:12]=3[N:13]=2)=[CH:6][CH:7]=1 |f:1.2,4.5.6|. Procedure details: The mixture containing 2-[(4-bromophenyl)amino]benzoxazol-5-ol (1 eq), potassium bis(trimethylsilyl)amide (4 eq), was stirred in dimethylformamide for 30 min at room temperature. To this mixture was added (4-chloro(2-pyridyl)-N-methylcarboxamide (1 eq) and Potassium carbonate (1.2 eq) and microwaved for 6 mins at 150° C. The reaction mixture was then concentrated and partitioned between ethyl acetate and water. The organic layer was separated and washed with brine, dried, filtered and concentrat... Starting materials: [BH4-].[Na+] (sodium borohydride), FC1=CC=C(C=2[C@H]3[C@@H](COC12)[C@H]3NC(=O)NC3=NC=C(C=C3)C(C3=CC=C(C=C3)F)=O)F (N-[(1S,1aR,7bR)-4,7-difluoro-1,1a,2,7b-tetrahydrocyclopropa[c]chromen-1-yl]-N′-[5-(4-fluorobenzoyl)-2-pyridinyl]urea), Cl (HCl). Run in O (water), CO (methanol). Reaction conditions: time 3 hour. The product is FC1=CC=C(C=2[C@H]3[C@@H](COC12)[C@H]3NC(=O)NC3=NC=C(C=C3)C(O)C3=CC=C(C=C3)F)F (N-[(1S,1aR,7bR)-4,7-difluoro-1,1a,2,7b-tetrahydrocyclopropa[c]chromen-1-yl]-N′-{5-[(4-fluorophenyl)(hydroxy)methyl]-2-pyridinyl}urea). The yield is 59.7%. Reaction SMILES: [F:1][C:2]1[C:11]2[O:10][CH2:9][C@H:8]3[C@@H:12]([NH:13][C:14]([NH:16][C:17]4[CH:22]=[CH:21][C:20]([C:23](=[O:31])[C:24]5[CH:29]=[CH:28][C:27]([F:30])=[CH:26][CH:25]=5)=[CH:19][N:18]=4)=[O:15])[C@H:7]3[C:6]=2[C:5]([F:32])=[CH:4][CH:3]=1.[BH4-].[Na+].Cl>CO.O>[F:1][C:2]1[C:11]2[O:10][CH2:9][C@H:8]3[C@@H:12]([NH:13][C:14]([NH:16][C:17]4[CH:22]=[CH:21][C:20]([CH:23]([C:24]5[CH:29]=[CH:28][C:27]([F:30])=[CH:26][CH:25]=5)[OH:31])=[CH:19][N:18]=4)=[O:15])[C@H:7]3[C:6]=2[C:5]([F:32])=[CH:4][CH:3]=1 |f:1.2|. Procedure: N-[(1S,1aR,7bR)-4,7-difluoro-1,1a,2,7b-tetrahydrocyclopropa[c]chromen-1-yl]-N′-[5-(4-fluorobenzoyl)-2-pyridinyl]urea (20 mg) was dissolved in methanol and sodium borohydride (appr. 20 mg) was added to the reaction mixture in small portions. The reaction mixture was stirred for about 3 h at ambient temperature. The reaction was monitored by TLC. The reaction mixture was diluted with water, acidified with 1N HCl and extracted into methylene chloride. Organic extract low as washed with water and bi... Solvent: CC#N (MeCN), CC#N (MeCN). Reaction SMILES: [F:1][C:2]([F:10])(S(F)(=O)=O)C(O)=O.[F:11][C:12]([F:37])([F:36])[C@H:13]1[CH2:18][CH2:17][C@H:16]([NH:19][C:20](=[O:35])[C:21]2[CH:26]=[C:25]([N+:27]([O-:29])=[O:28])[C:24]([NH2:30])=[N:23][C:22]=2[O:31][CH2:32][CH2:33][OH:34])[CH2:15][CH2:14]1>CC#N.[Cu]I>[F:37][C:12]([F:36])([F:11])[C@H:13]1[CH2:14][CH2:15][C@H:16]([NH:19][C:20](=[O:35])[C:21]2[CH:26]=[C:25]([N+:27]([O-:29])=[O:28])[C:24]([NH2:30])=[N:23][C:22]=2[O:31][CH2:32][CH2:33][O:34][CH:2]([F:10])[F:1])[CH2:17][CH2:18]1. Conditions: time 20 minute. Procedure details: 2,2-Difluoro-2-fluorosulfonylacetic acid (205 μl, 1.98 mmol) in MeCN (20 ml) is added via a syringe pump to a mixture of N-(trans-4-trifluoromethyl-cyclohexyl)-2-(2-hydroxy-ethoxy)-6-amino-5-nitro-nicotinamide (390 mg, 0.994 mmol) and CuI (94 mg, 0.49 mmol) in MeCN (40 ml) over 2.5 h at 55° C. It is stirred for additional 20 min, then the mixture is concentrated and purified via extensive chromatography. Reagents/catalysts: [Cu]I (CuI). Product: FC([C@@H]1CC[C@H](CC1)NC(C1=C(N=C(C(=C1)[N+](=O)[O-])N)OCCOC(F)F)=O)(F)F (N-(trans-4-Trifluoromethyl-cyclohexyl)-2-(2-difluoromethoxy-ethoxy)-6-amino-5-nitro-nicotinamide). Starting materials: FC([C@@H]1CC[C@H](CC1)NC(C1=C(N=C(C(=C1)[N+](=O)[O-])N)OCCO)=O)(F)F (N-(trans-4-trifluoromethyl-cyclohexyl)-2-(2-hydroxy-ethoxy)-6-amino-5-nitro-nicotinamide), FC(C(=O)O)(S(=O)(=O)F)F (2,2-Difluoro-2-fluorosulfonylacetic acid).